From a dataset of the Open Reaction Database (ORD), a public repository of structured organic reaction records. describe an organic reaction: reactants, conditions, products, and yield The reactants are C(C)(=O)OC(C)=O (Acetic anhydride), CC1=NN(C(=C1)C)C(C)C=1C2=C(N=C(N1)NC1=CC(=C(C=C1)N1C=NC(=C1)C)OC)CCNC2 (4-(1-(3,5-dimethyl-1H-pyrazol-1-yl)ethyl)-N-(3-methoxy-4-(4-methyl-1H-imidazol-1-yl)phenyl)-5,6,7,8-tetrahydropyrido[4,3-d]pyrimidin-2-amine). The solvent is C(Cl)Cl (DCM). Reaction conditions: time 1 hour. The product is CC1=NN(C(=C1)C)C(C)C=1C2=C(N=C(N1)NC1=CC(=C(C=C1)N1C=NC(=C1)C)OC)CCN(C2)C(C)=O (1-(4-(1-(3,5-dimethyl-1H-pyrazol-1-yl)ethyl)-2-(3-methoxy-4-(4-methyl-1H-imidazol-1-yl)phenylamino)-7,8-dihydropyrido[4,3-d]pyrimidin-6(5H)-yl)ethanone). Yield: 16.0%. RXN SMILES: [C:1](OC(=O)C)(=[O:3])[CH3:2].[CH3:8][C:9]1[CH:13]=[C:12]([CH3:14])[N:11]([CH:15]([C:17]2[C:18]3[CH2:41][NH:40][CH2:39][CH2:38][C:19]=3[N:20]=[C:21]([NH:23][C:24]3[CH:29]=[CH:28][C:27]([N:30]4[CH:34]=[C:33]([CH3:35])[N:32]=[CH:31]4)=[C:26]([O:36][CH3:37])[CH:25]=3)[N:22]=2)[CH3:16])[N:10]=1>C(Cl)Cl>[CH3:8][C:9]1[CH:13]=[C:12]([CH3:14])[N:11]([CH:15]([C:17]2[C:18]3[CH2:41][N:40]([C:1](=[O:3])[CH3:2])[CH2:39][CH2:38][C:19]=3[N:20]=[C:21]([NH:23][C:24]3[CH:29]=[CH:28][C:27]([N:30]4[CH:34]=[C:33]([CH3:35])[N:32]=[CH:31]4)=[C:26]([O:36][CH3:37])[CH:25]=3)[N:22]=2)[CH3:16])[N:10]=1. Procedure details: Acetic anhydride (0.016 mL, 0.17 mmol) was added to a solution of 4-(1-(3,5-dimethyl-1H-pyrazol-1-yl)ethyl)-N-(3-methoxy-4-(4-methyl-1H-imidazol-1-yl)phenyl)-5,6,7,8-tetrahydropyrido[4,3-d]pyrimidin-2-amine in DCM (1 mL) and stirred for one hour. The solvent was evaporated and the crude product was purified on prepHPLC yielding 1-(4-(1-(3,5-dimethyl-1H-pyrazol-1-yl)ethyl)-2-(3-methoxy-4-(4-methyl-1H-imidazol-1-yl)phenylamino)-7,8-dihydropyrido[4,3-d]pyrimidin-6(5H)-yl)ethanone (14.00 mg, 16.03%)... As a reaction SMILES: [C:1]([CH2:4][C:5]1[CH:6]=[C:7]([CH3:19])[C:8]([C:11]2[CH:16]=[CH:15][N+:14]([O-:17])=[C:13]([CH3:18])[CH:12]=2)=[N:9][CH:10]=1)([OH:3])=O.[N:20]1[CH:25]=[CH:24][N:23]=[CH:22][C:21]=1[C:26]1[CH:27]=[CH:28][C:29]([NH2:32])=[N:30][CH:31]=1.C1(N=C=NC2CCCCC2)CCCCC1>CN(C)C1C=CN=CC=1.CN(C=O)C>[CH3:18][C:13]1[CH:12]=[C:11]([C:8]2[C:7]([CH3:19])=[CH:6][C:5]([CH2:4][C:1](=[O:3])[NH:32][C:29]3[CH:28]=[CH:27][C:26]([C:21]4[CH:22]=[N:23][CH:24]=[CH:25][N:20]=4)=[CH:31][N:30]=3)=[CH:10][N:9]=2)[CH:16]=[CH:15][N+:14]=1[O-:17]. The reagents and catalysts are CN(C1=CC=NC=C1)C (4-(dimethylamino)pyridine). Procedure details: A mixture of 4-(5-(carboxymethyl)-3-methylpyridin-2-yl)-2-methylpyridine 1-oxide 156-6 from Step 4 (0.41 mmol), 5-(pyrazin-2-yl)pyridin-2-amine 86-3 (141 mg, 0.82 mmol), 1,3-dicyclohexylcarbodiimide (188 mg, 0.90 mmol) and 4-(dimethylamino)pyridine (16 mg, 0.16 mmol) in DMF (2 mL) was stirred at room temperature for 10 hours. The crude product was filtered to remove the insoluble and the filtrate was purified by reverse phase HPLC to give 2-methyl-4-(3-methyl-5-(2-oxo-2-(5-(pyrazin-2-yl)pyridin-... The solvent is CN(C)C=O (DMF). Product: CC1=[N+](C=CC(=C1)C1=NC=C(C=C1C)CC(NC1=NC=C(C=C1)C1=NC=CN=C1)=O)[O-] (2-methyl-4-(3-methyl-5-(2-oxo-2-(5-(pyrazin-2-yl)pyridin-2-ylamino)ethyl)pyridin-2-yl)pyridine 1-oxide). Run at time 10 hour. Reactants: C(=O)(O)CC=1C=C(C(=NC1)C1=CC(=[N+](C=C1)[O-])C)C (4-(5-(carboxymethyl)-3-methylpyridin-2-yl)-2-methylpyridine 1-oxide), N1=C(C=NC=C1)C=1C=CC(=NC1)N (5-(pyrazin-2-yl)pyridin-2-amine), C1(CCCCC1)N=C=NC1CCCCC1 (1,3-dicyclohexylcarbodiimide). Starting materials: COc1cc(N2CCN(C(=O)CCl)C(C)C2)c(F)cc1Cl, Cc1[nH]nc(-c2ccccn2)c1Cl. Product: COc1cc(N2CCN(C(=O)Cn3nc(-c4ccccn4)c(Cl)c3C)C(C)C2)c(F)cc1Cl. Reaction SMILES: [Cl:1][CH2:2][C:3](=[O:4])[N:5]1[CH:6]([CH3:21])[CH2:7][N:8]([c:11]2[c:12]([F:20])[cH:13][c:14]([Cl:19])[c:15]([O:17][CH3:18])[cH:16]2)[CH2:9][CH2:10]1.[Cl:22][c:23]1[c:24](-[c:29]2[n:30][cH:31][cH:32][cH:33][cH:34]2)[n:25][nH:26][c:27]1[CH3:28]>>[CH2:2]([C:3](=[O:4])[N:5]1[CH:6]([CH3:21])[CH2:7][N:8]([c:11]2[c:12]([F:20])[cH:13][c:14]([Cl:19])[c:15]([O:17][CH3:18])[cH:16]2)[CH2:9][CH2:10]1)[n:26]1[n:25][c:24](-[c:29]2[n:30][cH:31][cH:32][cH:33][cH:34]2)[c:23]([Cl:22])[c:27]1[CH3:28]. Reactants: solution, C(CCC)[Li] (n-butyllithium), hexanes, NCl (NH2Cl), 18, solution, hexanes, solution, ClC=1C=C(C=CC1)[Mg]Br (m-chlorophenylmagnesium bromide). Reagents/catalysts: CC([O-])C.CC([O-])C.CC([O-])C.Cl[Ti+3] (chlorotitanium tri(isopropoxide)). The solvent is CCOCC (Et2O), CCOCC (Et2O). Reaction conditions: time 15 minute. The product is N1=CC=CC2=CC=CC=C12 (quinoline). Isolated yield 59.0%. RXN SMILES: [CH2:1]([Li])[CH2:2][CH2:3][CH3:4].Cl[C:7]1[CH:8]=[C:9]([Mg]Br)[CH:10]=C[CH:12]=1.[NH2:15]Cl>CCOCC.CC(C)[O-].CC(C)[O-].CC(C)[O-].Cl[Ti+3]>[N:15]1[C:10]2[C:4](=[CH:12][CH:7]=[CH:8][CH:9]=2)[CH:3]=[CH:2][CH:1]=1 |f:4.5.6.7|. Procedure details: In a 25 mL 2-neck flask a solution of 18 (85 mg, 0.16 mmol) in Et2O (1.0 mL) was cooled to 0° C. and treated with a 2.5 M solution of n-butyllithium in hexanes (70 μL, 0.18 mmol, 1.0 equiv) and the reaction mixture was stirred for 15 min. A 1.0 M solution of chlorotitanium tri(isopropoxide) in hexanes (0.18 mL, 0.18 mmol, 1.0 equiv) was added and the reaction mixture was stirred at 0° C. for 15 min. A 1.0 M solution of m-chlorophenylmagnesium bromide in Et2O (0.65 mL, 0.65 mmol, 4.0 equiv) was a... Starting materials: [N+](=O)([O-])C1=CC=C(C=C1)C(C#N)C (2-(4-nitrophenyl)-propionitrile). The reagents and catalysts are [C].[Pd] (palladium carbon). The solvent is C1CCOC1.CCO (THF EtOH). Reaction conditions: time 30 minute. Yields the product NC1=CC=C(C=C1)C(C#N)C (2-(4-Amino-phenyl)-propionitrile). Reaction SMILES: [N+:1]([C:4]1[CH:9]=[CH:8][C:7]([CH:10]([CH3:13])[C:11]#[N:12])=[CH:6][CH:5]=1)([O-])=O>[C].[Pd].C1COCC1.CCO>[NH2:1][C:4]1[CH:5]=[CH:6][C:7]([CH:10]([CH3:13])[C:11]#[N:12])=[CH:8][CH:9]=1 |f:1.2,3.4|. Reported procedure: To the flask was added THF/EtOH (1:1, 70 mL) followed by 2-(4-nitrophenyl)-propionitrile (13.2 g, 74.9 mmol) and 10% palladium carbon (1.07 g) at room temperature. The reaction mixture was hydrogenated and stirred for 30 minutes at 47 psi to 28 psi then filtered through celite bed, and washed with EtOAc. The filtrate was concentrated in vacuo. The residue was purified by flash column chromatography on silica gel using EtOAc:hexanes (1:3) as eluant.